From a dataset of the Open Reaction Database (ORD), a public repository of structured organic reaction records. describe an organic reaction: reactants, conditions, products, and yield The reactants are CC(C1CO1)CC (3-methyl-1-pentene oxide), NCCCCCCN (hexamethylenediamine). Product: C(CCCCCNCC(C(CC)C)O)NCC(C(CC)C)O (N,N'-(1,6-hexylene)-bis[2-hydroxy-3-methylpentylamine]). RXN SMILES: [CH3:1][CH:2]([CH2:6][CH3:7])[CH:3]1[O:5][CH2:4]1.[NH2:8][CH2:9][CH2:10][CH2:11][CH2:12][CH2:13][CH2:14][NH2:15]>>[CH2:14]([NH:15][CH2:4][CH:3]([OH:5])[CH:2]([CH3:1])[CH2:6][CH3:7])[CH2:13][CH2:12][CH2:11][CH2:10][CH2:9][NH:8][CH2:4][CH:3]([OH:5])[CH:2]([CH3:1])[CH2:6][CH3:7]. Reported procedure: Condensation of 3-methyl-1-pentene oxide and hexamethylenediamine affords N,N'-(1,6-hexylene)-bis[2-hydroxy-3-methylpentylamine] (I: R = CH3CH2 (CH3)C, R' = H, X = (CH2)6, Z = H). Reactants: FC(F)CBr, CC(=O)c1cc2c(-c3cc(C(C)(C)C)cc(C(C)(C)C)c3O)cccc2s1, CN(C)C=O. The product is CC(=O)c1cc2c(-c3cc(C(C)(C)C)cc(C(C)(C)C)c3OCC(F)F)cccc2s1. Reaction SMILES: [Br:28][CH2:29][CH:30]([F:31])[F:32].[C:1]([CH3:2])(=[O:3])[c:4]1[cH:5][c:6]2[c:7]([s:8]1)[cH:9][cH:10][cH:11][c:12]2-[c:13]1[c:14]([OH:27])[c:15]([C:23]([CH3:24])([CH3:25])[CH3:26])[cH:16][c:17]([C:19]([CH3:20])([CH3:21])[CH3:22])[cH:18]1.[O:33]=[CH:34][N:35]([CH3:36])[CH3:37]>>[C:1]([CH3:2])(=[O:3])[c:4]1[cH:5][c:6]2[c:7]([s:8]1)[cH:9][cH:10][cH:11][c:12]2-[c:13]1[c:14]([O:27][CH2:29][CH:30]([F:31])[F:32])[c:15]([C:23]([CH3:24])([CH3:25])[CH3:26])[cH:16][c:17]([C:19]([CH3:20])([CH3:21])[CH3:22])[cH:18]1.